From a dataset of the Open Reaction Database (ORD), a public repository of structured organic reaction records. describe an organic reaction: reactants, conditions, products, and yield Starting materials: COCCn1cc(Br)sc1=NC(=O)C12CC3CC(CC(C3)C1)C2, O=C([O-])[O-], COCCOC, CCO, [Na+], [Na+], O, Cl[Pd]Cl, c1ccc(P(c2ccccc2)c2ccccc2)cc1, c1ccc(P(c2ccccc2)c2ccccc2)cc1, OB(O)c1ccncc1. The product is COCCn1cc(-c2ccncc2)sc1=NC(=O)C12CC3CC(CC(C3)C1)C2. Reaction SMILES: [Br:1][c:2]1[cH:3][n:4]([CH2:20][CH2:21][O:22][CH3:23])[c:5](=[N:7][C:8](=[O:9])[C:10]23[CH2:11][CH:12]4[CH2:13][CH:14]([CH2:15][CH:16]([CH2:17]2)[CH2:18]4)[CH2:19]3)[s:6]1.[C:33](=[O:34])([O-:35])[O-:36].[CH3:39][O:40][CH2:41][CH2:42][O:43][CH3:44].[CH3:46][CH2:47][OH:48].[Na+:37].[Na+:38].[OH2:45].[Pd:49]([Cl:50])[Cl:51].[c:52]1([P:53]([c:54]2[cH:55][cH:56][cH:57][cH:58][cH:59]2)[c:60]2[cH:61][cH:62][cH:63][cH:64][cH:65]2)[cH:66][cH:67][cH:68][cH:69][cH:70]1.[c:71]1([P:72]([c:73]2[cH:74][cH:75][cH:76][cH:77][cH:78]2)[c:79]2[cH:80][cH:81][cH:82][cH:83][cH:84]2)[cH:85][cH:86][cH:87][cH:88][cH:89]1.[n:24]1[cH:25][cH:26][c:27]([B:30]([OH:31])[OH:32])[cH:28][cH:29]1>>[c:2]1(-[c:27]2[cH:26][cH:25][n:24][cH:29][cH:28]2)[cH:3][n:4]([CH2:20][CH2:21][O:22][CH3:23])[c:5](=[N:7][C:8](=[O:9])[C:10]23[CH2:11][CH:12]4[CH2:13][CH:14]([CH2:15][CH:16]([CH2:17]2)[CH2:18]4)[CH2:19]3)[s:6]1. Reactants: C(=O)([O-])[O-].[Na+].[Na+] (Na2CO3), ClC1=NC=C(C(=N1)NC1CC2C(CN(C2)C(=O)OC(C)(C)C)C1)Cl (tert-butyl 5-((2,5-dichloropyrimidin-4-yl)amino)hexahydrocyclopenta[c]pyrrole-2(1H)-carboxylate), Cl.CN1N=CC(=C1C)N (1,5-dimethylpyrazol-4-amine hydrochloride), FC(C(=O)O)(F)F (trifluoroacetic acid). The solvent is O1CCOCC1 (dioxane). Conditions: temperature 100 celsius, time 8 hour. Yields the product ClC=1C(=NC(=NC1)NC=1C=NN(C1C)C)NC1CC2C(CNC2)C1 (5-chloro-N2-(1,5-dimethyl-1H-pyrazol-4-yl)-N4-(octahydrocyclopenta[c]pyrrol-5-yl)pyrimidine-2,4-diamine). The yield is 19.6%. As a reaction SMILES: Cl[C:2]1[N:7]=[C:6]([NH:8][CH:9]2[CH2:23][CH:12]3[CH2:13][N:14](C(OC(C)(C)C)=O)[CH2:15][CH:11]3[CH2:10]2)[C:5]([Cl:24])=[CH:4][N:3]=1.Cl.[CH3:26][N:27]1[C:31]([CH3:32])=[C:30]([NH2:33])[CH:29]=[N:28]1.FC(F)(F)C(O)=O.C([O-])([O-])=O.[Na+].[Na+]>O1CCOCC1>[Cl:24][C:5]1[C:6]([NH:8][CH:9]2[CH2:10][CH:11]3[CH2:15][NH:14][CH2:13][CH:12]3[CH2:23]2)=[N:7][C:2]([NH:33][C:30]2[CH:29]=[N:28][N:27]([CH3:26])[C:31]=2[CH3:32])=[N:3][CH:4]=1 |f:1.2,4.5.6|. Reported procedure: To a suspension of tert-butyl 5-((2,5-dichloropyrimidin-4-yl)amino)hexahydrocyclopenta[c]pyrrole-2(1H)-carboxylate (579.1 mg, 1.55 mmol) and 1,5-dimethylpyrazol-4-amine hydrochloride (446.8 mg, 3.03 mmol) in dioxane (10 mL) was added trifluoroacetic acid (862.8 mg, 7.57 mmol). The reaction mixture was stirred at 100° C. overnight and adjusted to pH=10 with a saturated Na2CO3 solution, then extracted with DCM (100 mL×3). The combined organic phases were washed with brine (100 mL), dried over anhy... Reactants: Cl (hydrogen chloride), C([O-])([O-])=O.[Na+].[Na+] (sodium carbonate), Cl.C(C)N(C1=CC=CC=C1)C1=CC(=NC(=C1)C)OCC (4-(N-ethylanilino)-2-ethoxy-6-methylpyridine hydrochloride), C(O)CN (ethanolamine). The solvent is O (water), C(C)(=O)OCC (ethyl acetate). Product: Cl.C(C)N(C1=CC=CC=C1)C1=CC(=NC(=C1)C)NCCO (4-(N-ethylanilino)-2-(2-hydroxyethylamino)-6-methylpyridine hydrochloride). Yield: 24.0%. As a reaction SMILES: [ClH:1].[CH2:2]([N:4]([C:11]1[CH:16]=[C:15]([CH3:17])[N:14]=[C:13](OCC)[CH:12]=1)[C:5]1[CH:10]=[CH:9][CH:8]=[CH:7][CH:6]=1)[CH3:3].C(=O)([O-])[O-].[Na+].[Na+].Cl.[CH2:28]([CH2:30][NH2:31])[OH:29]>O.C(OCC)(=O)C>[ClH:1].[CH2:2]([N:4]([C:11]1[CH:16]=[C:15]([CH3:17])[N:14]=[C:13]([NH:31][CH2:30][CH2:28][OH:29])[CH:12]=1)[C:5]1[CH:6]=[CH:7][CH:8]=[CH:9][CH:10]=1)[CH3:3] |f:0.1,2.3.4,9.10|. Procedure: 4-(N-ethylanilino)-2-ethoxy-6-methylpyridine hydrochloride (0.584 g, 2 mM) in ethanolamine (5 ml) was heated under argon at 180° C. for 24 hours. The solution was cooled, diluted with water (50 ml), basified with aqueous sodium carbonate solution and extracted with methylene chloride (4×10 ml). The organic extracts were combined, dried (MgSO4) and evaporated to give a gum. This gum was triturated with ether to give, 4-(N-ethylanilino)-2-hydroxy-6-methylpyridine as a white solid (0.05 g) which wa... Starting materials: N,N-dimethyl-di-tert-butylacetal, ClC=1C=C(C=CC1Cl)C1=CC(=NN1C1=C(C=C(C=C1)Cl)Cl)CCC(=O)O (3-[5-(3,4-dichloro-phenyl)-1-(2,4-dichloro-phenyl)-1H-pyrazol-3-yl]-propionic acid), N,N-dimethyl-di-tert-butylacetal. Solvent: C1(=CC=CC=C1)C (toluene). Run at temperature 80 celsius, time 2 hour. The product is C(C)(C)(C)OC(CCC1=NN(C(=C1)C1=CC(=C(C=C1)Cl)Cl)C1=C(C=C(C=C1)Cl)Cl)=O (3-[5-(3,4-Dichloro-phenyl)-1-(2,4-dichloro-phenyl)-1H-pyrazol-3-yl]-propionic acid tert-butyl ester). The yield is 196.7%. As a reaction SMILES: [Cl:1][C:2]1[CH:3]=[C:4]([C:9]2[N:13]([C:14]3[CH:19]=[CH:18][C:17]([Cl:20])=[CH:16][C:15]=3[Cl:21])[N:12]=[C:11]([CH2:22][CH2:23][C:24]([OH:26])=[O:25])[CH:10]=2)[CH:5]=[CH:6][C:7]=1[Cl:8]>C1(C)C=CC=CC=1>[C:4]([O:25][C:24](=[O:26])[CH2:23][CH2:22][C:11]1[CH:10]=[C:9]([C:4]2[CH:5]=[CH:6][C:7]([Cl:8])=[C:2]([Cl:1])[CH:3]=2)[N:13]([C:14]2[CH:19]=[CH:18][C:17]([Cl:20])=[CH:16][C:15]=2[Cl:21])[N:12]=1)([CH3:9])([CH3:5])[CH3:3]. Procedure details: To a 3-neck round bottom flask fitted with an air condenser was added 3-[5-(3,4-dichloro-phenyl)-1-(2,4-dichloro-phenyl)-1H-pyrazol-3-yl]-propionic acid (1.0 g, 2.3 mmol, 1.0 equiv) and toluene (23 mL) under nitrogen. The mixture was heated to 80° C. then N,N-dimethyl-di-tert-butylacetal (2.36 g, 11.6 mmol, 5.0 equiv) was added dropwise (neat). The reaction mixture was heated at 80° C. for 1 h then additional N,N-dimethyl-di-tert-butylacetal (2.36 g, 11.6 mmol, 5.0 equiv) was added. This mixture... Starting materials: Cc1ccc(-c2ccc3c(c2)C=C(C(=O)N2CCC(NC(=O)C(F)(F)F)CC2)CCO3)cc1, CO, [Na+], [OH-]. The product is Cc1ccc(-c2ccc3c(c2)C=C(C(=O)N2CCC(N)CC2)CCO3)cc1. As a reaction SMILES: [CH3:1][c:2]1[cH:3][cH:4][c:5](-[c:8]2[cH:9][cH:10][c:11]3[c:12]([cH:33]2)[CH:13]=[C:14]([C:18](=[O:19])[N:20]2[CH2:21][CH2:22][CH:23]([NH:26][C:27](=[O:28])[C:29]([F:30])([F:31])[F:32])[CH2:24][CH2:25]2)[CH2:15][CH2:16][O:17]3)[cH:6][cH:7]1.[CH3:36][OH:37].[Na+:35].[OH-:34]>>[CH3:1][c:2]1[cH:3][cH:4][c:5](-[c:8]2[cH:9][cH:10][c:11]3[c:12]([cH:33]2)[CH:13]=[C:14]([C:18](=[O:19])[N:20]2[CH2:21][CH2:22][CH:23]([NH2:26])[CH2:24][CH2:25]2)[CH2:15][CH2:16][O:17]3)[cH:6][cH:7]1. Starting materials: ClCCl, O=[Cr](=O)([O-])Cl, OCCCCCCOCCc1ccccn1, c1cc[nH+]cc1. The product is O=CCCCCCOCCc1ccccn1. RXN SMILES: [Cl:28][CH2:29][Cl:30].[O:17]=[Cr:18]([Cl:19])([O-:20])=[O:21].[n:1]1[c:2]([CH2:7][CH2:8][O:9][CH2:10][CH2:11][CH2:12][CH2:13][CH2:14][CH2:15][OH:16])[cH:3][cH:4][cH:5][cH:6]1.[nH+:22]1[cH:23][cH:24][cH:25][cH:26][cH:27]1>>[n:1]1[c:2]([CH2:7][CH2:8][O:9][CH2:10][CH2:11][CH2:12][CH2:13][CH2:14][CH:15]=[O:16])[cH:3][cH:4][cH:5][cH:6]1.